From a dataset of the Open Reaction Database (ORD), a public repository of structured organic reaction records. describe an organic reaction: reactants, conditions, products, and yield Starting materials: COC(=O)Cc1ccc(CBr)cc1, Oc1cc(Cl)ccc1-c1nc2cc(F)c(F)cc2n1CC1CCCCC1. The product is COC(=O)Cc1ccc(COc2cc(Cl)ccc2-c2nc3cc(F)c(F)cc3n2CC2CCCCC2)cc1. RXN SMILES: [CH3:27][O:28][C:29]([CH2:30][c:31]1[cH:32][cH:33][c:34]([CH2:37][Br:38])[cH:35][cH:36]1)=[O:39].[Cl:1][c:2]1[cH:3][cH:4][c:5](-[c:9]2[n:10][c:11]3[c:12]([n:13]2[CH2:14][CH:15]2[CH2:16][CH2:17][CH2:18][CH2:19][CH2:20]2)[cH:21][c:22]([F:26])[c:23]([F:25])[cH:24]3)[c:6]([OH:8])[cH:7]1>>[Cl:1][c:2]1[cH:3][cH:4][c:5](-[c:9]2[n:10][c:11]3[c:12]([n:13]2[CH2:14][CH:15]2[CH2:16][CH2:17][CH2:18][CH2:19][CH2:20]2)[cH:21][c:22]([F:26])[c:23]([F:25])[cH:24]3)[c:6]([O:8][CH2:37][c:34]2[cH:33][cH:32][c:31]([CH2:30][C:29]([O:28][CH3:27])=[O:39])[cH:36][cH:35]2)[cH:7]1. The reactants are CCOC=Cc1cnc2cc(Br)cnc2c1, O=CO, ClCCCl. Product: O=CCc1cnc2cc(Br)cnc2c1. As a reaction SMILES: [Br:1][c:2]1[cH:3][n:4][c:5]2[cH:6][c:7]([CH:12]=[CH:13][O:14][CH2:15][CH3:16])[cH:8][n:9][c:10]2[cH:11]1.[CH:17]([OH:18])=[O:19].[Cl:20][CH2:21][CH2:22][Cl:23]>>[Br:1][c:2]1[cH:3][n:4][c:5]2[cH:6][c:7]([CH2:12][CH:13]=[O:14])[cH:8][n:9][c:10]2[cH:11]1.